Dataset: the Open Reaction Database (ORD), a public repository of structured organic reaction records. Task: describe an organic reaction: reactants, conditions, products, and yield The reactants are solid, Cl.Cl.O1CCC2=C1C=CC=C2C2CCN(CC2)CC[C@@H]2CC[C@H](CC2)N (trans-4-{2-[4-(2,3-dihydro-benzofuran-4-yl)-piperidin-1-yl]-ethyl}-cyclohexylamine dihydrochloride), Cl.Cl.O1CCC2=C1C=CC=C2C2CCN(CC2)CC[C@@H]2CC[C@H](CC2)N (trans-4-{2-[4-(2,3-dihydro-benzofuran-4-yl)-piperidin-1-yl]-ethyl}-cyclohexylamine dihydrochloride), CS(=O)(=O)C1=CC=C(C(=O)O)C=C1 (4-methanesulfonyl-benzoic acid). Product: O1CCC2=C1C=CC=C2C2CCN(CC2)CC[C@@H]2CC[C@H](CC2)NC(C2=CC=C(C=C2)S(=O)(=O)C)=O (trans-N-(4-{2-[4-(2,3-Dihydro-benzofuran-4-yl)-piperidin-1-yl]-ethyl}-cyclohexyl)-4-methanesulfonyl-benzamide). Reaction SMILES: Cl.Cl.[O:3]1[C:7]2[CH:8]=[CH:9][CH:10]=[C:11]([CH:12]3[CH2:17][CH2:16][N:15]([CH2:18][CH2:19][C@H:20]4[CH2:25][CH2:24][C@H:23]([NH2:26])[CH2:22][CH2:21]4)[CH2:14][CH2:13]3)[C:6]=2[CH2:5][CH2:4]1.[CH3:27][S:28]([C:31]1[CH:39]=[CH:38][C:34]([C:35](O)=[O:36])=[CH:33][CH:32]=1)(=[O:30])=[O:29]>>[O:3]1[C:7]2[CH:8]=[CH:9][CH:10]=[C:11]([CH:12]3[CH2:17][CH2:16][N:15]([CH2:18][CH2:19][C@H:20]4[CH2:21][CH2:22][C@H:23]([NH:26][C:35](=[O:36])[C:34]5[CH:33]=[CH:32][C:31]([S:28]([CH3:27])(=[O:30])=[O:29])=[CH:39][CH:38]=5)[CH2:24][CH2:25]4)[CH2:14][CH2:13]3)[C:6]=2[CH2:5][CH2:4]1 |f:0.1.2|. Procedure details: The title compound, white solid (104 mg, 82%), MS (ISP) m/z=511.4 [(M+H)+], mp 236° C., was prepared in accordance with the general method of example 1 from trans-4-{2-[4-(2,3-dihydro-benzofuran-4-yl)-piperidin-1-yl]-ethyl}-cyclohexylamine dihydrochloride (intermediate B) (100 mg, 0.25 mmol) and 4-methanesulfonyl-benzoic acid. Reactants: C12(CC3CC(CC(C1)C3)C2)C(=S)SC (Methyl 1-adamantanecarbodithioate), O.NN (hydrazine hydrate). The solvent is CO (methanol). Run at time 1 hour. The product is C12(CC3CC(CC(C1)C3)C2)C(=S)NN (Adamantane-1-carbothioic acid hydrazide). The yield is 86.1%. Reaction SMILES: [C:1]12([C:11]([S:13]C)=S)[CH2:10][CH:5]3[CH2:6][CH:7]([CH2:9][CH:3]([CH2:4]3)[CH2:2]1)[CH2:8]2.O.[NH2:16][NH2:17]>CO>[C:1]12([C:11]([NH:16][NH2:17])=[S:13])[CH2:10][CH:5]3[CH2:6][CH:7]([CH2:9][CH:3]([CH2:4]3)[CH2:2]1)[CH2:8]2 |f:1.2|. Reported procedure: A solution of the product of step (a) (1 g) in methanol (50 ml) was treated with hydrazine hydrate (0.3 g) and the mixture stirred at room temperature for 1 hour. The solvent was evaporated, the residue triturated with water, and the pH adjusted to 7 to give the sub-title product (0.8 g) as a white solid. Starting materials: N([C@@H](C)C(=O)O)C(=O)OCC1=CC=CC=C1 (CBZ-Ala), N1=C(F)N=C(F)N=C1F (cyanuric fluoride), N1=CC=CC=C1 (pyridine). Solvent: C(Cl)Cl (CH2Cl2). The product is N([C@@H](C)C(=O)F)C(=O)OCC1=CC=CC=C1 (CBZ-Ala-F). Reaction SMILES: [NH:1]([C:7]([O:9][CH2:10][C:11]1[CH:16]=[CH:15][CH:14]=[CH:13][CH:12]=1)=[O:8])[C@H:2]([C:4](O)=[O:5])[CH3:3].N1C(F)=NC(F)=NC=1[F:19].N1C=CC=CC=1>C(Cl)Cl>[NH:1]([C:7]([O:9][CH2:10][C:11]1[CH:16]=[CH:15][CH:14]=[CH:13][CH:12]=1)=[O:8])[C@H:2]([C:4]([F:19])=[O:5])[CH3:3]. Reported procedure: CBZ-Ala (1 mmole) in dry CH2Cl2 is kept under nitrogen and treated with cyanuric fluoride (8 mmol) and pyridine (1 mmole) to form the corresponding CBZ-Ala-F. Starting materials: BrBr (bromine), C=C1CC(=O)O1 (Diketene), C(C1=CC=CC=C1)O (benzyl alcohol). Run in ClCCl (dichloromethane), ClCCl (dichloromethane). Reaction conditions: temperature -25 celsius, time 15 minute. Yields the product BrCC(CC(=O)OCC1=CC=CC=C1)=O (benzyl γ-bromoacetoacetate). Yield: 96.5%. RXN SMILES: [CH2:1]=[C:2]1[O:6][C:4](=[O:5])[CH2:3]1.[Br:7]Br.[CH2:9]([OH:16])[C:10]1[CH:15]=[CH:14][CH:13]=[CH:12][CH:11]=1>ClCCl>[Br:7][CH2:6][C:2](=[O:1])[CH2:3][C:4]([O:16][CH2:9][C:10]1[CH:15]=[CH:14][CH:13]=[CH:12][CH:11]=1)=[O:5]. Procedure: Diketene (500 μL, 545 mg, 6.5 mmoles) was dissolved, under nitrogen, in dichloromethane (2 mL), cooled to −25° C., and treated dropwise with a solution of bromine (333 μL, 1.02 g, 6.5 mmoles) in dichloromethane (2 mL). After the addition was complete, the solution was stirred at −25° C. for 15 min, and benzyl alcohol (700 μL, 732 mg, 6.8 mmoles) was added dropwise. Stirring was continued for 15 min, and the solution was warmed to room temperature and evaporated. The residue was dissolved in diet... Reactants: [H-].[Na+] (sodium hydride), CI (Methyl iodide), ice water, O=C1C(CC2=CC(=C(C(=C12)Cl)Cl)OCC(=O)O)C1=CC=CC=C1 ((1-oxo-2-phenyl-6,7-dichloro-5-indanyloxy)acetic acid), oil, Cl (hydrochloric acid). Run in CN(C=O)C (dimethylformamide). Run at temperature 25 celsius, time 2 hour. Product: O=C1C(CC2=CC(=C(C(=C12)Cl)Cl)OCC(=O)O)(C)C1=CC=CC=C1 ((1-oxo-2-phenyl-2-methyl-6,7-dichloro-5-indanyloxy)acetic acid). Reaction SMILES: [O:1]=[C:2]1[C:10]2[C:5](=[CH:6][C:7]([O:13][CH2:14][C:15]([OH:17])=[O:16])=[C:8]([Cl:12])[C:9]=2[Cl:11])[CH2:4][CH:3]1[C:18]1[CH:23]=[CH:22][CH:21]=[CH:20][CH:19]=1.[H-].[Na+].[CH3:26]I.Cl>CN(C)C=O>[O:1]=[C:2]1[C:10]2[C:5](=[CH:6][C:7]([O:13][CH2:14][C:15]([OH:17])=[O:16])=[C:8]([Cl:12])[C:9]=2[Cl:11])[CH2:4][C:3]1([C:18]1[CH:23]=[CH:22][CH:21]=[CH:20][CH:19]=1)[CH3:26] |f:1.2|. Procedure details: A stirred solution of (1-oxo-2-phenyl-6,7-dichloro-5-indanyloxy)acetic acid (0.351 gm., 0.001 mole) in dimethylformamide (7 ml.) is cooled in an ice bath then treated with sodium hydride (0.084 g. of a 57% oil dispersion, .002 moles) and stirred for two hours. Methyl iodide (1 ml.) is added and the reaction mixture is stirred at 25° C. for 2 hours, poured into ice water, and acidified with dilute aqueous hydrochloric acid affording (1-oxo-2-phenyl-2-methyl-6,7-dichloro-5-indanyloxy)acetic acid w...